From a dataset of the Open Reaction Database (ORD), a public repository of structured organic reaction records. describe an organic reaction: reactants, conditions, products, and yield The reactants are OC=1C(=CSC1C)C(=O)OC (Methyl 4-hydroxy-5-methyl-3-thiophenecarboxylate), C([O-])([O-])=O.[K+].[K+] (potassium carbonate), S(=O)(=O)(OC)OC (dimethyl sulphate). The solvent is CC(=O)C (acetone). Product: COC=1C(=CSC1C)C(=O)OC (Methyl 4-methoxy-5-methyl-3-thiophenecarboxylate). RXN SMILES: [OH:1][C:2]1[C:3]([C:8]([O:10][CH3:11])=[O:9])=[CH:4][S:5][C:6]=1[CH3:7].[C:12](=O)([O-])[O-].[K+].[K+].S(OC)(OC)(=O)=O>CC(C)=O>[CH3:12][O:1][C:2]1[C:3]([C:8]([O:10][CH3:11])=[O:9])=[CH:4][S:5][C:6]=1[CH3:7] |f:1.2.3|. Procedure details: Methyl 4-hydroxy-5-methyl-3-thiophenecarboxylate (34 g), potassium carbonate (37 g) and dimethyl sulphate (33.67 g) were stirred in anhydrous acetone (200 ml) at room temperature for 20 days. The reaction mixture was filtered and the solvent removed.